Dataset: the Open Reaction Database (ORD), a public repository of structured organic reaction records. Task: describe an organic reaction: reactants, conditions, products, and yield Starting materials: N1CCCC1 (pyrrolidine), C([O-])([O-])=O.[K+].[K+] (potassium carbonate), BrCC1=CC=C(C=C1)CC#N ((4-bromomethyl-phenyl)-acetonitrile). Solvent: CN(C=O)C (dimethylformamide). Product: N1(CCCC1)CC1=CC=C(C=C1)CC#N ((4-pyrrolidin-1-ylmethyl-phenyl)-acetonitrile). As a reaction SMILES: [NH:1]1[CH2:5][CH2:4][CH2:3][CH2:2]1.C(=O)([O-])[O-].[K+].[K+].Br[CH2:13][C:14]1[CH:19]=[CH:18][C:17]([CH2:20][C:21]#[N:22])=[CH:16][CH:15]=1>CN(C)C=O>[N:1]1([CH2:13][C:14]2[CH:19]=[CH:18][C:17]([CH2:20][C:21]#[N:22])=[CH:16][CH:15]=2)[CH2:5][CH2:4][CH2:3][CH2:2]1 |f:1.2.3|. Procedure: 0.446 mL (5.44 mmol) of pyrrolidine and 1.366 g (9.882 mmol) of potassium carbonate are added to 20 mL of dimethylformamide. 1.038 g (4.941 mmol) of (4-bromomethyl-phenyl)-acetonitrile are added with stirring and the mixture is stirred for 12 hours at RT. The reaction mixture is evaporated down in the rotary evaporator and the residue is extracted with EtOAc and water. The organic phase is dried over magnesium sulphate and the solvent is removed using the rotary evaporator. Reactants: Br, CCC(CC)C(=O)O, COCCn1c(=N)sc2ccccc21. Yields the product CCC(CC)C(=O)N=c1sc2ccccc2n1CCOC. Reaction SMILES: [BrH:1].[CH2:16]([CH3:17])[CH:18]([C:19](=[O:20])[OH:21])[CH2:22][CH3:23].[CH3:2][O:3][CH2:4][CH2:5][n:6]1[c:7](=[NH:15])[s:8][c:9]2[c:10]1[cH:11][cH:12][cH:13][cH:14]2>>[CH3:2][O:3][CH2:4][CH2:5][n:6]1[c:7](=[N:15][C:19]([CH:18]([CH2:16][CH3:17])[CH2:22][CH3:23])=[O:20])[s:8][c:9]2[c:10]1[cH:11][cH:12][cH:13][cH:14]2. Reactants: ClC(=O)C1=C2C(SC(O2)(C)C)=C(C=2SC(OC21)(C)C)C(O)(C2=C1SC(OC1=C(C1=C2SC(O1)(C)C)C(=O)Cl)(C)C)C1=C2SC(OC2=C(C2=C1SC(O2)(C)C)C(=O)Cl)(C)C (Tris-(8-chlorocarbonyl-2,2,6,6-tetramethyl-benzo[1,2-d:5,4-d']-bis(1,3)oxathiol-4-yl)methanol), OCCNCCO (bis(2-hydroxyethyl)amine). The solvent is C1=CC=CC=C1 (benzene), O (water). Reaction conditions: time 8 hour. Yields the product OCCN(C(=O)C1=C2C(SC(O2)(C)C)=C(C=2SC(OC21)(C)C)C(O)(C2=C1SC(OC1=C(C1=C2SC(O1)(C)C)C(=O)N(CCO)CCO)(C)C)C1=C2SC(OC2=C(C2=C1SC(O2)(C)C)C(=O)N(CCO)CCO)(C)C)CCO (Tris-(8-di-(2-hydroxyethyl)aminocarbonyl-2,2,6,6-tetramethylbenzo[1,2-d:5,4-d']-bis(1,3)oxathiol-4-yl)methanol). Yield: 63.4%. RXN SMILES: Cl[C:2]([C:4]1[C:17]2[O:16][C:15]([CH3:19])([CH3:18])[S:14][C:13]=2[C:12]([C:20]([C:41]2[C:49]3[S:50][C:51]([CH3:54])([CH3:53])[O:52][C:48]=3[C:47]([C:55](Cl)=[O:56])=[C:46]3[C:42]=2[S:43][C:44]([CH3:59])([CH3:58])[O:45]3)([C:22]2[C:30]3[S:31][C:32]([CH3:35])([CH3:34])[O:33][C:29]=3[C:28]([C:36](Cl)=[O:37])=[C:27]3[C:23]=2[S:24][C:25]([CH3:40])([CH3:39])[O:26]3)[OH:21])=[C:6]2[S:7][C:8]([CH3:11])([CH3:10])[O:9][C:5]=12)=[O:3].[OH:60][CH2:61][CH2:62][NH:63][CH2:64][CH2:65][OH:66]>C1C=CC=CC=1.O>[OH:60][CH2:61][CH2:62][N:63]([CH2:64][CH2:65][OH:66])[C:2]([C:4]1[C:17]2[O:16][C:15]([CH3:19])([CH3:18])[S:14][C:13]=2[C:12]([C:20]([C:41]2[C:49]3[S:50][C:51]([CH3:54])([CH3:53])[O:52][C:48]=3[C:47]([C:55]([N:63]([CH2:64][CH2:65][OH:66])[CH2:62][CH2:61][OH:60])=[O:56])=[C:46]3[C:42]=2[S:43][C:44]([CH3:59])([CH3:58])[O:45]3)([C:22]2[C:30]3[S:31][C:32]([CH3:35])([CH3:34])[O:33][C:29]=3[C:28]([C:36]([N:63]([CH2:64][CH2:65][OH:66])[CH2:62][CH2:61][OH:60])=[O:37])=[C:27]3[C:23]=2[S:24][C:25]([CH3:40])([CH3:39])[O:26]3)[OH:21])=[C:6]2[S:7][C:8]([CH3:11])([CH3:10])[O:9][C:5]=12)=[O:3]. Procedure details: Tris-(8-chlorocarbonyl-2,2,6,6-tetramethyl-benzo[1,2-d:5,4-d']-bis(1,3)oxathiol-4-yl)methanol (0.80 g, 0.80 mmol) was dissolved in benzene (200 mL). A solution of of bis(2-hydroxyethyl)amine (8.0 g, 48 mmol) in water (200 mL) was added and after vigorous stirring overnight, the mixture was transferred to a separatory funnel. The aqueous layer was removed and the remaining solid plus the benzene layer was evaporated, dissolved in methanol and passed through a short column (neutral alumina). After... The reactants are C[S-], CO, Cl, O=C(O)c1cc([N+](=O)[O-])ccc1F, [Na+]. Yields the product CSc1ccc([N+](=O)[O-])cc1C(=O)O. As a reaction SMILES: [CH3:14][S-:15].[CH3:18][OH:19].[ClH:17].[F:1][c:2]1[c:3]([C:4](=[O:5])[OH:6])[cH:7][c:8]([N+:11](=[O:12])[O-:13])[cH:9][cH:10]1.[Na+:16]>>[c:2]1([S:15][CH3:14])[c:3]([C:4](=[O:5])[OH:6])[cH:7][c:8]([N+:11](=[O:12])[O-:13])[cH:9][cH:10]1. The reactants are CSC(C(=O)OC)C1=CSC=C1 (Methyl α-methylthio(3-thienyl)acetate), O (water), S(O)(O)(=O)=O (sulfuric acid), aqueous solution, [OH-].[K+] (potassium hydroxide). Solvent: COCCOC (1,2-dimethoxyethane). Run at time 10 minute. The product is CSC(C(=O)O)C1=CSC=C1 (α-methylthio(3-thienyl)acetic acid). The yield is 70.1%. As a reaction SMILES: [CH3:1][S:2][CH:3]([C:8]1[CH:12]=[CH:11][S:10][CH:9]=1)[C:4]([O:6]C)=[O:5].[OH-].[K+].O.S(=O)(=O)(O)O>COCCOC>[CH3:1][S:2][CH:3]([C:8]1[CH:12]=[CH:11][S:10][CH:9]=1)[C:4]([OH:6])=[O:5] |f:1.2|. Reported procedure: Methyl α-methylthio(3-thienyl)acetate (5.045 g) was dissolved in 60 ml of 1,2-dimethoxyethane, and 20 ml of a 2N aqueous solution of potassium hydroxide was added. The mixture was stirred at room temperature for 3 hours and 10 minutes. To the reaction mixture were added 30 ml of water and 6 ml of 3N sulfuric acid. The mixture was extracted three times with 50 ml of diethyl ether. The ethereal layer was dried over anhydrous sodium sulfate, and concentrated under reduced pressure. Recrystallizatio... Starting materials: CC(C)(C)[O-], CC(C)(C)O, C[S+](C)CCCl, [I-], [K+], CC(C)(C)OC(=O)N1CCC(=O)CC1, O. The product is CC(C)(C)OC(=O)N1CCC(=O)C2(CC2)C1. Reaction SMILES: [CH3:1][C:2]([CH3:3])([O-:4])[CH3:5].[CH3:29][C:30]([OH:31])([CH3:32])[CH3:33].[Cl:22][CH2:23][CH2:24][S+:25]([CH3:26])[CH3:27].[I-:21].[K+:6].[O:7]=[C:8]1[CH2:9][CH2:10][N:11]([C:14](=[O:15])[O:16][C:17]([CH3:18])([CH3:19])[CH3:20])[CH2:12][CH2:13]1.[OH2:28]>>[CH2:1]1[CH2:2][C:9]12[C:8](=[O:7])[CH2:13][CH2:12][N:11]([C:14](=[O:15])[O:16][C:17]([CH3:18])([CH3:19])[CH3:20])[CH2:10]2. Reactants: ClC1=C(OC=2C(=NNC2C)O)C=C(C(=C1)F)N1C(N(C(=CC1=O)C(F)(F)F)C)=O (4-{2-chloro-4-fluoro-5-[3-methyl-2,6-dioxo-4-(trifluoromethyl)-1,2,3,6-tetrahydropyrimidin-1-yl]phenoxy}-3-hydroxy-5-methylpyrazole), C([C@H](O)C)(=O)OC ((R)-(+)-methyl lactate), C1(=CC=CC=C1)P(C1=CC=CC=C1)C1=CC=CC=C1 (triphenylphosphine), solution, N(=NC(=O)OC(C)C)C(=O)OC(C)C (diisopropyl azodicarboxylate). Solvent: CCCCCC (n-hexane), C(C)(=O)OCC (ethyl acetate), C1(=CC=CC=C1)C (toluene). Run at time 3 hour. Product: COC(=O)[C@H](C)OC1=NNC(=C1OC1=C(C=C(C(=C1)N1C(N(C(=CC1=O)C(F)(F)F)C)=O)F)Cl)C ((S)-3-{1-(methoxycarbonyl)ethoxy}-4-{2-chloro-4-fluoro-5-[3-methyl-2,6-dioxo-4-(trifluoromethyl)-1,2,3,6-tetrahydropyrimidin-1-yl]phenoxy}-5-methylpyrazole). Isolated yield 51.4%. As a reaction SMILES: [Cl:1][C:2]1[CH:15]=[C:14]([F:16])[C:13]([N:17]2[C:22](=[O:23])[CH:21]=[C:20]([C:24]([F:27])([F:26])[F:25])[N:19]([CH3:28])[C:18]2=[O:29])=[CH:12][C:3]=1[O:4][C:5]1[C:6]([OH:11])=[N:7][NH:8][C:9]=1[CH3:10].[C:30]([O:35][CH3:36])(=[O:34])[C@@H:31]([CH3:33])O.C1(P(C2C=CC=CC=2)C2C=CC=CC=2)C=CC=CC=1.N(C(OC(C)C)=O)=NC(OC(C)C)=O>C(OCC)(=O)C.C1(C)C=CC=CC=1.CCCCCC>[CH3:36][O:35][C:30]([C@@H:31]([O:11][C:6]1[C:5]([O:4][C:3]2[CH:12]=[C:13]([N:17]3[C:22](=[O:23])[CH:21]=[C:20]([C:24]([F:26])([F:27])[F:25])[N:19]([CH3:28])[C:18]3=[O:29])[C:14]([F:16])=[CH:15][C:2]=2[Cl:1])=[C:9]([CH3:10])[NH:8][N:7]=1)[CH3:33])=[O:34]. Reported procedure: To a solution of 0.13 g of 4-{2-chloro-4-fluoro-5-[3-methyl-2,6-dioxo-4-(trifluoromethyl)-1,2,3,6-tetrahydropyrimidin-1-yl]phenoxy}-3-hydroxy-5-methylpyrazole in 2.0 ml of ethyl acetate were added 0.10 g of (R)-(+)-methyl lactate, 0.26 g of triphenylphosphine and 0.5 ml of a 40% solution of diisopropyl azodicarboxylate in toluene, and the mixture was stirred for 3 hours at room temperature. 6 ml of n-hexane was poured into this reaction solution, and the precipitated insoluble substance was filt...